This data is from the Open Reaction Database (ORD), a public repository of structured organic reaction records. The task is: describe an organic reaction: reactants, conditions, products, and yield Reactants: C(=C)C1=C(C=CC=C1)B(O)O (2-vinyl-phenylboronic acid), C(C)(C)(C)OC(NC(=N)C=1SC(=C(C1)S(=O)(=O)C1=CC(=CC=C1)Br)SC)=O ({[4-(3-Bromo-benzenesulfonyl)-5-methylsulfanyl-thiophen-2-yl]-imino-methyl}-carbamic acid tert-butyl ester), C(=O)([O-])[O-].[Na+].[Na+] (Na2CO3). The reagents and catalysts are C=1C=CC(=CC1)[P](C=2C=CC=CC2)(C=3C=CC=CC3)[Pd]([P](C=4C=CC=CC4)(C=5C=CC=CC5)C=6C=CC=CC6)([P](C=7C=CC=CC7)(C=8C=CC=CC8)C=9C=CC=CC9)[P](C=1C=CC=CC1)(C=1C=CC=CC1)C=1C=CC=CC1 (tetrakis(triphenylphosphine)palladium(0)). The solvent is C1(=CC=CC=C1)C.CCO (toluene EtOH). The product is C(C)(C)(C)OC(NC(C=1SC(=C(C1)S(=O)(=O)C=1C=C(C=CC1)C1=C(C=CC=C1)C=C)SC)=N)=O ({Imino-[5-methylsulfanyl-4-(2′-vinyl-biphenyl-3-sulfonyl)-thiophen-2-yl]-methyl}-carbamic acid tert-butyl ester). As a reaction SMILES: [CH:1]([C:3]1[CH:8]=[CH:7][CH:6]=[CH:5][C:4]=1B(O)O)=[CH2:2].[C:12]([O:16][C:17](=[O:38])[NH:18][C:19]([C:21]1[S:22][C:23]([S:36][CH3:37])=[C:24]([S:26]([C:29]2[CH:34]=[CH:33][CH:32]=[C:31](Br)[CH:30]=2)(=[O:28])=[O:27])[CH:25]=1)=[NH:20])([CH3:15])([CH3:14])[CH3:13].C([O-])([O-])=O.[Na+].[Na+]>C1C=CC([P]([Pd]([P](C2C=CC=CC=2)(C2C=CC=CC=2)C2C=CC=CC=2)([P](C2C=CC=CC=2)(C2C=CC=CC=2)C2C=CC=CC=2)[P](C2C=CC=CC=2)(C2C=CC=CC=2)C2C=CC=CC=2)(C2C=CC=CC=2)C2C=CC=CC=2)=CC=1.C1(C)C=CC=CC=1.CCO>[C:12]([O:16][C:17](=[O:38])[NH:18][C:19](=[NH:20])[C:21]1[S:22][C:23]([S:36][CH3:37])=[C:24]([S:26]([C:29]2[CH:30]=[C:31]([C:4]3[CH:5]=[CH:6][CH:7]=[CH:8][C:3]=3[CH:1]=[CH2:2])[CH:32]=[CH:33][CH:34]=2)(=[O:28])=[O:27])[CH:25]=1)([CH3:15])([CH3:14])[CH3:13] |f:2.3.4,6.7,^1:48,50,69,88|. Procedure details: Following the procedure outlined for Examples 41–107, reaction of 2-vinyl-phenylboronic acid (30 mg, 0.20 mmol, Aldrich Chemical Company), {[4-(3-bromo-benzenesulfonyl)-5-methylsulfanyl-thiophen-2-yl]-imino-methyl}-carbamic acid tert-butyl ester (50 mg, 0.1 mmol, as prepared in Example 27, step c), tetrakis(triphenylphosphine)palladium(0) (29 mg, 0.025 mmol, Strem Chemicals, Inc., Newburyport, Mass.), Na2CO3 (400 μL, 2M aqueous), and toluene/EtOH mixture (2:1, 1.2 mL) afforded 25 mg (50%) after ... Starting materials: COc1ccc2[nH]c3c(c2c1)C(C(=O)O)CCC3, CN(C)C=O, ClCc1ccccc1, [Na+], [Na+], O=C([O-])[O-]. The product is COc1ccc2[nH]c3c(c2c1)C(C(=O)OCc1ccccc1)CCC3. RXN SMILES: [CH3:1][O:2][c:3]1[cH:4][c:5]2[c:6]3[c:11]([nH:12][c:13]2[cH:14][cH:15]1)[CH2:10][CH2:9][CH2:8][CH:7]3[C:16](=[O:17])[OH:18].[CH3:33][N:34]([CH3:35])[CH:36]=[O:37].[Cl:19][CH2:20][c:21]1[cH:22][cH:23][cH:24][cH:25][cH:26]1.[Na+:27].[Na+:28].[O-:29][C:30](=[O:31])[O-:32]>>[CH3:1][O:2][c:3]1[cH:4][c:5]2[c:6]3[c:11]([nH:12][c:13]2[cH:14][cH:15]1)[CH2:10][CH2:9][CH2:8][CH:7]3[C:16](=[O:17])[O:18][CH2:20][c:21]1[cH:22][cH:23][cH:24][cH:25][cH:26]1. As a reaction SMILES: FC(F)(F)C(O)=O.[C:8]([C:11]1[CH:48]=[CH:47][C:14]([C:15]([NH:17][CH2:18][C:19]([N:21]2[CH2:26][CH2:25][N:24]([CH2:27][C:28]([OH:30])=[O:29])[C:23](=[O:31])[C@@H:22]2[CH2:32][CH2:33][CH2:34][NH:35][C:36](=[O:46])[C:37]2[CH:42]=[CH:41][C:40]([C:43](=[NH:45])[NH2:44])=[CH:39][CH:38]=2)=[O:20])=[O:16])=[CH:13][CH:12]=1)(=[NH:10])[NH2:9].[ClH:49]>>[ClH:49].[C:8]([C:11]1[CH:12]=[CH:13][C:14]([C:15]([NH:17][CH2:18][C:19]([N:21]2[CH2:26][CH2:25][N:24]([CH2:27][C:28]([OH:30])=[O:29])[C:23](=[O:31])[C@@H:22]2[CH2:32][CH2:33][CH2:34][NH:35][C:36](=[O:46])[C:37]2[CH:38]=[CH:39][C:40]([C:43](=[NH:44])[NH2:45])=[CH:41][CH:42]=2)=[O:20])=[O:16])=[CH:47][CH:48]=1)(=[NH:9])[NH2:10] |f:0.1,3.4|. Reaction conditions: temperature 0 celsius, time 5 minute. Procedure details: In 5 ml of 0.5N hydrochloric acid was dissolved 1 g of (S)-4-(4-amidinobenzoylamino)acetyl-3-[3-(4-amidinobenzoylamino)propyl]-2-oxopiperazine-1-acetic acid trifluoroacetate produced in Working Example 2. The solution was stirred for 5 minutes at 0° C., which was allowed to be adsorbed on a CHP-20 column. The column was washed with water until the eluate showed neutral pH. The column was then subjected to elution with 10% acetonitrile/water. Fractions of the eluate were combined and freeze-dried... The reactants are FC(C(=O)O)(F)F.C(N)(=N)C1=CC=C(C(=O)NCC(=O)N2[C@H](C(N(CC2)CC(=O)O)=O)CCCNC(C2=CC=C(C=C2)C(N)=N)=O)C=C1 ((S)-4-(4-amidinobenzoylamino)acetyl-3-[3-(4-amidinobenzoylamino)propyl]-2-oxopiperazine-1-acetic acid trifluoroacetate), Cl (hydrochloric acid). Product: Cl.C(N)(=N)C1=CC=C(C(=O)NCC(=O)N2[C@H](C(N(CC2)CC(=O)O)=O)CCCNC(C2=CC=C(C=C2)C(N)=N)=O)C=C1 ((S)-4-(4-Amidinobenzoylamino)acetyl-3-[3-(4-amidinobenzoylamino)propyl]-2-oxopiperazine-1-acetic acid hydrochloride). Reactants: C(C1=CC=CC=C1)OC(=O)C=1C(C(=C(NC1C)C)C(=O)OC1CCCCC1)C1=C(C=CC=C1)[N+](=O)[O-] (2,6-dimethyl-3-cyclohexyloxycarbonyl-4-(2'-nitrophenyl)-1,4-dihydropyridine-5-carboxylic acid benzyl ester). Run in C(C)O (ethanol), C(C)O (ethanol). Product: 2'-nitrobenzylideneacetoacetic acid cyclohexyl ester, C(C1=CC=CC=C1)OC(\C=C(\C)/N)=O (β-aminocrotonic acid benzyl ester). The yield is 68.0%. Reaction SMILES: [CH2:1]([O:8][C:9]([C:11]1C(C2C=CC=CC=2[N+]([O-])=O)C(C(OC2CCCCC2)=O)=C(C)[NH:15][C:16]=1[CH3:17])=[O:10])[C:2]1[CH:7]=[CH:6][CH:5]=[CH:4][CH:3]=1>C(O)C>[CH2:1]([O:8][C:9](=[O:10])/[CH:11]=[C:16](\[NH2:15])/[CH3:17])[C:2]1[CH:7]=[CH:6][CH:5]=[CH:4][CH:3]=1. Procedure details: Analogously to Example 1 heating a solution of 75 mmols of 2'-nitrobenzylideneacetoacetic acid cyclohexyl ester and 75 mmols of β-aminocrotonic acid benzyl ester in 120 ml of ethanol gave 2,6-dimethyl-3-cyclohexyloxycarbonyl-4-(2'-nitrophenyl)-1,4-dihydropyridine-5-carboxylic acid benzyl ester of melting point 134° C (from ethanol). Starting materials: S(=O)(=O)(Cl)Cl (sulfuryl chloride), C(C)(=O)OCCCCCC1C(CCC1)=O (2-(5-acetoxypentyl)-cyclopentanone), CC1=NC(=CC(=C1)C)C (2,4,6-trimethylpyridine). Solvent: C(Cl)(Cl)(Cl)Cl (carbon tetrachloride), C(Cl)(Cl)(Cl)Cl (carbon tetrachloride). The product is C(C)(=O)OCCCCCC=1C(CCC1)=O (2-(5-acetoxypentyl)-cyclopent-2-enone). RXN SMILES: [C:1]([O:4][CH2:5][CH2:6][CH2:7][CH2:8][CH2:9][CH:10]1[CH2:14][CH2:13][CH2:12][C:11]1=[O:15])(=[O:3])[CH3:2].S(Cl)(Cl)(=O)=O.CC1C=C(C)C=C(C)N=1>C(Cl)(Cl)(Cl)Cl>[C:1]([O:4][CH2:5][CH2:6][CH2:7][CH2:8][CH2:9][C:10]1[C:11](=[O:15])[CH2:12][CH2:13][CH:14]=1)(=[O:3])[CH3:2]. Reported procedure: 161 g [0.76 mol ] of 2-(5-acetoxypentyl)-cyclopentanone were dissolved in 440 ml of carbon tetrachloride, and a solution of 76 ml [0.935 mol] of sulfuryl chloride in 75 ml of carbon tetrachloride was added dropwise, while stirring at 10°-15° C., and the whole was stirred for 4 hours at room temperature. The solvent was distilled off under reduced pressure, the residue dissolved in toluene, washed with water and bicarbonate solution and dried over magnesium sulfate. 150 ml [1.25 mols] of 2,4,6-tr... The reactants are C[Mg]Br (methyl magnesium bromide), O1CCCC1 (tetrahydrofuran), O1CCCC1 (tetrahydrofuran), C(C)(C)N1CC(OCC1=O)C(=O)OC=1C=C2CCCC2=CC1 (4-isopropyl-5-oxo-2-(1-oxo-5-indanyloxymethyl)morpholine). The solvent is O (water), O (water), C(C)(=O)OCC (ethyl acetate). Reaction conditions: time 3 hour. The product is OC(C)(C1CN(C(CO1)=O)C(C)C)OC=1C=C2CCCC2=CC1 (2-(1-hydroxy-1-methyl-5-indanyloxymethyl)-4-isopropyl-5-oxomorpholine). Yield: 59.3%. Reaction SMILES: C[Mg]Br.O1CCC[CH2:5]1.[CH:9]([N:12]1[C:17](=[O:18])[CH2:16][O:15][CH:14]([C:19]([O:21][C:22]2[CH:23]=[C:24]3[C:28](=[CH:29][CH:30]=2)[CH2:27][CH2:26][CH2:25]3)=[O:20])[CH2:13]1)([CH3:11])[CH3:10]>O.C(OCC)(=O)C>[OH:20][C:19]([O:21][C:22]1[CH:23]=[C:24]2[C:28](=[CH:29][CH:30]=1)[CH2:27][CH2:26][CH2:25]2)([CH:14]1[O:15][CH2:16][C:17](=[O:18])[N:12]([CH:9]([CH3:11])[CH3:10])[CH2:13]1)[CH3:5]. Procedure details: After adding dropwise a solution of 5 g. of methyl magnesium bromide in 27 ml. of tetrahydrofuran to a mixture of 4.0 g. of 4-isopropyl-5-oxo-2-(1-oxo-5-indanyloxymethyl)morpholine and 100 ml. of tetrahydrofuran with stirring at room temperature, the mixture was stirred for 3 hours at room temperature. Then, after adding a small amount of water to the reaction mixture, the solvent was distilled off under reduced pressure. To the residue formed were added 50 ml. of ethyl acetate and 50 ml. of wat...